From a dataset of the Open Reaction Database (ORD), a public repository of structured organic reaction records. describe an organic reaction: reactants, conditions, products, and yield The reactants are C(C)(=O)C1=CC(=C(C(=C1OCCNC(OC(C)(C)C)=O)Br)C)Cl (tert-butyl [2-(6-acetyl-2-bromo-4-chloro-3-methylphenoxy)ethyl]carbamate), CC1(OB(OC1(C)C)C=C)C (4,4,5,5-tetramethyl-2-vinyl-1,3,2-dioxaborolane), ClCCl (dichloromethane), C([O-])([O-])=O.[K+].[K+] (potassium carbonate). The reagents and catalysts are Cl[Pd]Cl.C1(=CC=CC=C1)P([C-]1C=CC=C1)C1=CC=CC=C1.[C-]1(C=CC=C1)P(C1=CC=CC=C1)C1=CC=CC=C1.[Fe+2] ([1,1′-bis(diphenylphosphino)ferrocene]-dichloropalladium(II)). Run in O1CCOCC1 (1,4-dioxane), O (water). Reaction conditions: temperature 50 celsius. Yields the product C(C)(=O)C1=CC(=C(C(=C1OCCNC(OC(C)(C)C)=O)C=C)C)Cl (tert-Butyl [2-(6-acetyl-4-chloro-3-methyl-2-vinylphenoxy)ethyl]carbamate). The yield is 72.4%. RXN SMILES: [C:1]([C:4]1[C:9]([O:10][CH2:11][CH2:12][NH:13][C:14](=[O:20])[O:15][C:16]([CH3:19])([CH3:18])[CH3:17])=[C:8](Br)[C:7]([CH3:22])=[C:6]([Cl:23])[CH:5]=1)(=[O:3])[CH3:2].[CH3:24][C:25]1(C)C(C)(C)OB(C=C)O1.ClCCl.C(=O)([O-])[O-].[K+].[K+]>O1CCOCC1.Cl[Pd]Cl.C1(P(C2C=CC=CC=2)[C-]2C=CC=C2)C=CC=CC=1.[C-]1(P(C2C=CC=CC=2)C2C=CC=CC=2)C=CC=C1.[Fe+2].O>[C:1]([C:4]1[C:9]([O:10][CH2:11][CH2:12][NH:13][C:14](=[O:20])[O:15][C:16]([CH3:19])([CH3:18])[CH3:17])=[C:8]([CH:24]=[CH2:25])[C:7]([CH3:22])=[C:6]([Cl:23])[CH:5]=1)(=[O:3])[CH3:2] |f:3.4.5,7.8.9.10|. Reported procedure: A mixture of tert-butyl [2-(6-acetyl-2-bromo-4-chloro-3-methylphenoxy)ethyl]carbamate (6.5 g, 16 mmol), 4,4,5,5-tetramethyl-2-vinyl-1,3,2-dioxaborolane (3.3 mL, 19 mmol), [1,1′-bis(diphenylphosphino)ferrocene]-dichloropalladium(II), complex with dichloromethane (1:1) (600 mg, 0.8 mmol) and potassium carbonate (6.6 g, 48 mmol) in 1,4-dioxane (100 mL), and water (50 mL) was heated at 80° C. for 3 hours and 50° C. overnight. The reaction mixture was cooled to room temperature and extracted with eth... Starting materials: C(C)(=O)OC=1C=C(C=CC1)C=1N=C2SC3=C(N2C1)C=CC=C3 (2-(m-acetoxyphenyl)imidazo[2,1-b]benzothiazole), BrN1C(CCC1=O)=O (N-bromosuccinimide). Run in C(Cl)(Cl)Cl (chloroform). Conditions: time 8 hour. Reported procedure: To 30 ml of chloroform were added 1.35 g of 2-(m-acetoxyphenyl)imidazo[2,1-b]benzothiazole and 0.94 g of N-bromosuccinimide and the mixture was stirred overnight at room temperature. The reaction mixture was concentrated under reduced pressure and the residue was washed with ether and dried to provide 2-(m-acetoxyphenyl)-3-bromoimidazo[2,1-b]benzothiazole. The product was suspended in 50 ml of methanol and after adding thereto 4 ml of 0.84 normal methanol solution of potassium hydroxide, the mix... Product: C(C)(=O)OC=1C=C(C=CC1)C=1N=C2SC3=C(N2C1Br)C=CC=C3 (2-(m-acetoxyphenyl)-3-bromoimidazo[2,1-b]benzothiazole). As a reaction SMILES: [C:1]([O:4][C:5]1[CH:6]=[C:7]([C:11]2[N:12]=[C:13]3[N:17]([CH:18]=2)[C:16]2[CH:19]=[CH:20][CH:21]=[CH:22][C:15]=2[S:14]3)[CH:8]=[CH:9][CH:10]=1)(=[O:3])[CH3:2].[Br:23]N1C(=O)CCC1=O>C(Cl)(Cl)Cl>[C:1]([O:4][C:5]1[CH:6]=[C:7]([C:11]2[N:12]=[C:13]3[N:17]([C:18]=2[Br:23])[C:16]2[CH:19]=[CH:20][CH:21]=[CH:22][C:15]=2[S:14]3)[CH:8]=[CH:9][CH:10]=1)(=[O:3])[CH3:2]. Starting materials: C([O-])([O-])=O.[Cs+].[Cs+] (cesium carbonate), O[C@H]1[C@@H](CCCC1)NC=1SC2=C(N1)C=CC(=C2)O (2-((1R,2R)-2-hydroxycyclohexylamino)benzo[d]thiazol-6-ol), ClC1=NC=NC2=CC=CC=C12 (4-chloroquinazoline). Run in CN1CCCC1=O (NMP). Run at time 2 minute. Yields the product N1=CN=C(C2=CC=CC=C12)OC1=CC2=C(N=C(S2)N[C@H]2[C@@H](CCCC2)O)C=C1 ((1R,2R)-2-(6-(quinazolin-4-yloxy)benzo[d]thiazol-2-ylamino)cyclohexanol). The yield is 33.1%. Reaction SMILES: [OH:1][C@@H:2]1[CH2:7][CH2:6][CH2:5][CH2:4][C@H:3]1[NH:8][C:9]1[S:10][C:11]2[CH:17]=[C:16]([OH:18])[CH:15]=[CH:14][C:12]=2[N:13]=1.C(=O)([O-])[O-].[Cs+].[Cs+].Cl[C:26]1[C:35]2[C:30](=[CH:31][CH:32]=[CH:33][CH:34]=2)[N:29]=[CH:28][N:27]=1>CN1C(=O)CCC1>[N:29]1[C:30]2[C:35](=[CH:34][CH:33]=[CH:32][CH:31]=2)[C:26]([O:18][C:16]2[CH:15]=[CH:14][C:12]3[N:13]=[C:9]([NH:8][C@@H:3]4[CH2:4][CH2:5][CH2:6][CH2:7][C@H:2]4[OH:1])[S:10][C:11]=3[CH:17]=2)=[N:27][CH:28]=1 |f:1.2.3|. Procedure details: To a reaction mixture of 2-((1R,2R)-2-hydroxycyclohexylamino)benzo[d]thiazol-6-ol (15.1 mg, 0.057 mmol; see Example 3 above) in 0.4 mL of NMP was added cesium carbonate (47 mg, 0.143 mmol) and stirred for 1-3 min at room temperature. To this mixture was added 4-chloroquinazoline (18.8 mg, 0.114 mmol). The reaction mixture was stirred at room temperature for 5 hours or until done by LC. The crude reaction mixture was filtered, purified by preparative HPLC, freebased, concentrated under reduced pr... Reactants: ClCCOC1=CC2=C([C@]3([C@@](O2)([C@@H](C[C@@H]3O)C3=CC=CC=C3)C3=CC=C(C=C3)Cl)O)C=C1 ((1S*,3S*,3aR*,8bS*)-6-(2-Chloroethoxy)-3a-(4-chlorophenyl)-3-phenyl-2,3,3a,8b-tetrahydrocyclopenta[b]benzofuran-1,8b-(1H)-diol), CNC (dimethylamine). Product: ClC1=CC=C(C=C1)[C@@]12OC3=C([C@@]1([C@H](C[C@H]2C2=CC=CC=C2)O)O)C=CC(=C3)OCCN(C)C ((1S*,3S*,3aR*,8bS*)-3a-(4-Chlorophenyl)-6-(2-dimethylaminoethoxy)-3-phenyl-2,3,3a,8b-tetrahydrocyclopenta[b]benzofuran-1,8b-(1H)-diol). As a reaction SMILES: Cl[CH2:2][CH2:3][O:4][C:5]1[CH:31]=[CH:30][C:8]2[C@:9]3([OH:29])[C@@H:14]([OH:15])[CH2:13][C@@H:12]([C:16]4[CH:21]=[CH:20][CH:19]=[CH:18][CH:17]=4)[C@:10]3([C:22]3[CH:27]=[CH:26][C:25]([Cl:28])=[CH:24][CH:23]=3)[O:11][C:7]=2[CH:6]=1.[CH3:32][NH:33][CH3:34]>>[Cl:28][C:25]1[CH:24]=[CH:23][C:22]([C@:10]23[C@H:12]([C:16]4[CH:21]=[CH:20][CH:19]=[CH:18][CH:17]=4)[CH2:13][C@H:14]([OH:15])[C@@:9]2([OH:29])[C:8]2[CH:30]=[CH:31][C:5]([O:4][CH2:3][CH2:2][N:33]([CH3:34])[CH3:32])=[CH:6][C:7]=2[O:11]3)=[CH:27][CH:26]=1. Procedure: 100 mg (0.22 mmol) of (1S*,3S*,3aR*,8bS*)-6-(2-chloroethoxy)-3a-(4-chlorophenyl)-3-phenyl-2,3,3a,8b-tetrahydrocyclopenta[b]benzofuran-1,8b-(1H)-diol (Example 48A) are heated in 10 ml of 33% strength ethanolic dimethylamine solution in a closed apparatus at 70° C. under argon overnight. Cooling is followed by concentration. Column chromatography on silica gel 60 (mobile phase: dichloromethane/methanol/triethylamine 95:5:1) results in 89 mg (87% of theory) of the product as racemic mixture.